From a dataset of the Open Reaction Database (ORD), a public repository of structured organic reaction records. describe an organic reaction: reactants, conditions, products, and yield The reactants are CN1CCN(CC1)C1=NC(=CC(=C1[N+](=O)[O-])NC(=O)C=1N(N=C(C1Cl)C(C)(C)C)C)C1=C(C=CC=C1)C(F)(F)F (5-tert-butyl-4-chloro-2-methyl-2H-pyrazole-3-carboxylic acid [2-(4-methyl-piperazin-1-yl)-3-nitro-6-(2-trifluoromethyl-phenyl)-pyridin-4-yl]-amide). Reagents/catalysts: [Fe] (iron). The solvent is CC(=O)O (AcOH). Conditions: temperature 100 celsius, time 5 minute. Yields the product C(C)(C)(C)C=1C(=C(N(N1)C)C1=NC2=C(C(=NC(=C2)C2=C(C=CC=C2)C(F)(F)F)N2CCN(CC2)C)N1)Cl (2-(5-tert-butyl-4-chloro-2-methyl-2H-pyrazol-3-yl)-4-(4-methyl-piperazin-1-yl)-6-(2-trifluoromethyl-phenyl)-3H-imidazo[4,5-c]pyridine). Reaction SMILES: [CH3:1][N:2]1[CH2:7][CH2:6][N:5]([C:8]2[C:13]([N+:14]([O-])=O)=[C:12]([NH:17][C:18]([C:20]3[N:21]([CH3:30])[N:22]=[C:23]([C:26]([CH3:29])([CH3:28])[CH3:27])[C:24]=3[Cl:25])=O)[CH:11]=[C:10]([C:31]3[CH:36]=[CH:35][CH:34]=[CH:33][C:32]=3[C:37]([F:40])([F:39])[F:38])[N:9]=2)[CH2:4][CH2:3]1>CC(O)=O.[Fe]>[C:26]([C:23]1[C:24]([Cl:25])=[C:20]([C:18]2[NH:14][C:13]3[C:8]([N:5]4[CH2:4][CH2:3][N:2]([CH3:1])[CH2:7][CH2:6]4)=[N:9][C:10]([C:31]4[CH:36]=[CH:35][CH:34]=[CH:33][C:32]=4[C:37]([F:39])([F:40])[F:38])=[CH:11][C:12]=3[N:17]=2)[N:21]([CH3:30])[N:22]=1)([CH3:28])([CH3:27])[CH3:29]. Procedure details: A solution of 5-tert-butyl-4-chloro-2-methyl-2H-pyrazole-3-carboxylic acid [2-(4-methyl-piperazin-1-yl)-3-nitro-6-(2-trifluoromethyl-phenyl)-pyridin-4-yl]-amide (300 mg, 0.517 mmol, prepared as described in the previous step) in AcOH (10 mL) was treated with iron powder (86.7 mg, 1.55 mmol) and heated to 100° C. for 5 h. The mixture was concentrated in vacuo, treated with saturated aqueous NaHCO3 (25 mL), and extracted three times with EtOAc (30 mL). The combined extracts were dried over MgSO4 a... The reactants are ClC1=C(C(=O)C2=C(SC(=C2)CC)N2N=C(N=C2CCl)C(=O)OCC)C=CC=C1 (ethyl 1-[3-(2-chlorobenzoyl)-5-ethyl-2-thienyl]-5-chloromethyl-1H-1,2,4-triazole-3-carboxylate), [OH-].[Na+] (sodium hydroxide). Reported procedure: Hydrolysis of 0.438 g. of ethyl 1-[3-(2-chlorobenzoyl)-5-ethyl-2-thienyl]-5-chloromethyl-1H-1,2,4-triazole-3-carboxylate is hydrolyzed with sodium hydroxide in the same manner as in a) gives 1-[3-(2-chlorobenzoyl)-5-ethyl-2-thienyl]-5-chloromethyl-1H-1,2,4-triazole-3-carboxylic acid as an oily substance. Infra red absorption spectrum (neat): 1735cm-1 (COOH), 1665cm-1 (C=O). Reaction SMILES: [Cl:1][C:2]1[CH:28]=[CH:27][CH:26]=[CH:25][C:3]=1[C:4]([C:6]1[CH:10]=[C:9]([CH2:11][CH3:12])[S:8][C:7]=1[N:13]1[C:17]([CH2:18][Cl:19])=[N:16][C:15]([C:20]([O:22]CC)=[O:21])=[N:14]1)=[O:5].[OH-].[Na+]>>[Cl:1][C:2]1[CH:28]=[CH:27][CH:26]=[CH:25][C:3]=1[C:4]([C:6]1[CH:10]=[C:9]([CH2:11][CH3:12])[S:8][C:7]=1[N:13]1[C:17]([CH2:18][Cl:19])=[N:16][C:15]([C:20]([OH:22])=[O:21])=[N:14]1)=[O:5] |f:1.2|. The product is ClC1=C(C(=O)C2=C(SC(=C2)CC)N2N=C(N=C2CCl)C(=O)O)C=CC=C1 (1-[3-(2-chlorobenzoyl)-5-ethyl-2-thienyl]-5-chloromethyl-1H-1,2,4-triazole-3-carboxylic acid). The reactants are BrCCNC(OC(C)(C)C)=O (tert-Butyl 2-bromoethylcarbamate), C(=O)([O-])[O-].[Cs+].[Cs+] (Cs2CO3), BrC1=C(C=C(C=C1C)O)C (4-bromo-3,5-dimethylphenol), BrCCNC(OC(C)(C)C)=O (tert-butyl 2-bromoethylcarbamate), C(=O)([O-])[O-].[Cs+].[Cs+] (Cs2CO3), BrCCNC(OC(C)(C)C)=O (tert-butyl 2-bromoethylcarbamate), C(=O)([O-])[O-].[Cs+].[Cs+] (Cs2CO3). Run in CN(C=O)C (N,N-dimethylformamide). Conditions: time 20 hour. Product: BrC1=C(C=C(OCCNC(OC(C)(C)C)=O)C=C1C)C (tert-Butyl 2-(4-bromo-3,5-dimethylphenoxy)ethylcarbamate). RXN SMILES: [Br:1][C:2]1[C:7]([CH3:8])=[CH:6][C:5]([OH:9])=[CH:4][C:3]=1[CH3:10].Br[CH2:12][CH2:13][NH:14][C:15](=[O:21])[O:16][C:17]([CH3:20])([CH3:19])[CH3:18].C([O-])([O-])=O.[Cs+].[Cs+]>CN(C)C=O>[Br:1][C:2]1[C:7]([CH3:8])=[CH:6][C:5]([O:9][CH2:12][CH2:13][NH:14][C:15](=[O:21])[O:16][C:17]([CH3:20])([CH3:19])[CH3:18])=[CH:4][C:3]=1[CH3:10] |f:2.3.4|. Reported procedure: To a solution of 4-bromo-3,5-dimethylphenol (200 mg) in N,N-dimethylformamide (5 mL) is added tert-butyl 2-bromoethylcarbamate (270 mg) and Cs2CO3 (810 mg). The mixture is stirred for 20 hours at room temperature. tert-Butyl 2-bromoethylcarbamate (110 mg) and Cs2CO3 (325 mg) are added and the mixture is stirred for 4 hours. Again tert-butyl 2-bromoethylcarbamate (110 mg) and Cs2CO3 (325 mg) are added and the mixture is stirred for 12 hours. The mixture is partitioned between water and diethyleth... Starting materials: BrB(Br)Br, CCCCCC, COc1cccc(C2=C(C3CCCC3)CCC2=NO)c1, ClCCl, [Na+], [Na+], O=C([O-])[O-]. The product is ON=C1CCC(C2CCCC2)=C1c1cccc(O)c1. As a reaction SMILES: [B:21]([Br:22])([Br:23])[Br:24].[CH3:34][CH2:35][CH2:36][CH2:37][CH2:38][CH3:39].[CH:1]1([C:6]2=[C:7]([c:13]3[cH:14][c:15]([O:19][CH3:20])[cH:16][cH:17][cH:18]3)[C:8](=[N:11][OH:12])[CH2:9][CH2:10]2)[CH2:2][CH2:3][CH2:4][CH2:5]1.[Cl:31][CH2:32][Cl:33].[Na+:25].[Na+:26].[O-:27][C:28](=[O:29])[O-:30]>>[CH:1]1([C:6]2=[C:7]([c:13]3[cH:14][c:15]([OH:19])[cH:16][cH:17][cH:18]3)[C:8](=[N:11][OH:12])[CH2:9][CH2:10]2)[CH2:2][CH2:3][CH2:4][CH2:5]1. The reactants are BrC=1C=[N+](C=CC1[N+](=O)[O-])[O-] (3-bromo-4-nitropyridine-N-oxide), N1CCCCC1 (piperidine). The solvent is C(C)O (ethanol), C(C)O (ethanol). Product: [N+](=O)([O-])C1=C(C=[N+](C=C1)[O-])N1CCCCC1 (4-nitro-3-(piperidin-1-yl)pyridine 1-oxide). Isolated yield 92.0%. RXN SMILES: Br[C:2]1[CH:3]=[N+:4]([O-:11])[CH:5]=[CH:6][C:7]=1[N+:8]([O-:10])=[O:9].[NH:12]1[CH2:17][CH2:16][CH2:15][CH2:14][CH2:13]1>C(O)C>[N+:8]([C:7]1[CH:6]=[CH:5][N+:4]([O-:11])=[CH:3][C:2]=1[N:12]1[CH2:17][CH2:16][CH2:15][CH2:14][CH2:13]1)([O-:10])=[O:9]. Procedure details: 3-bromo-4-nitropyridine-N-oxide (1.0 equiv.) and piperidine (2.0 equiv.) in ethanol, at a concentration of 0.2 M, was heated at reflux for 16 hours. Upon cooling the ethanol was removed in vacuo. The residue was partitioned between EtOAc and Na2CO3(sat), and washed further with H2O, NaCl(sat.), was dried over MgSO4, was filtered and the volatiles were removed in vacuo yielding 4-nitro-3-(piperidin-1-yl)pyridine 1-oxide (92%). LCMS (m/z): 224.0 (MH+); LC Rt=2.48 min.